This data is from the Open Reaction Database (ORD), a public repository of structured organic reaction records. The task is: describe an organic reaction: reactants, conditions, products, and yield The solvent is [2H]C(Cl)(Cl)Cl (deuteriochloroform). RXN SMILES: C1C2C(=CC=CC=2)C=C1.[Br:10][C@@H:11]1[CH2:19][C:18]2[C:13](=[CH:14][CH:15]=[CH:16][CH:17]=2)[C@H:12]1[OH:20]>[2H]C(Cl)(Cl)Cl>[Br:10][CH:11]1[CH2:19][C:18]2[C:13](=[CH:14][CH:15]=[CH:16][CH:17]=2)[CH:12]1[OH:20]. Starting materials: C1C=CC2=CC=CC=C12 (indene), Br[C@H]1[C@@H](C2=CC=CC=C2C1)O (trans-2-bromoindan-1-ol). The product is BrC1C(C2=CC=CC=C2C1)O (2-Bromoindan-1-ol). Procedure details: This was prepared from indene according to the known procedure. The n.m.r. spectrum in deuteriochloroform confirmed that the product was trans-2-bromoindan-1-ol. Starting materials: C1(CCCC1)C1=C(C=C(COC2=CC=3C4=C(NC3C=C2)C(CC4)CC(=O)OCC)C=C1)C(F)(F)F (ethyl 2-(7-(4-cyclopentyl-3-(trifluoromethyl)benzyloxy)-1,2,3,4-tetrahydrocyclopenta[b]indol-3-yl)acetate), CO (methanol), O[Li].O (LiOH hydrate), Cl (HCl). The solvent is O (water), O1CCCC1 (tetrahydrofuran). Reaction conditions: time 8 hour. Product: C1(CCCC1)C1=C(C=C(COC2=CC=3C4=C(NC3C=C2)C(CC4)CC(=O)O)C=C1)C(F)(F)F (2-(7-(4-Cyclopentyl-3-(trifluoromethyl)benzyloxy)-1,2,3,4-tetrahydrocyclopenta[b]indol-3-yl)acetic Acid). Isolated yield 70.2%. RXN SMILES: [CH:1]1([C:6]2[CH:31]=[CH:30][C:9]([CH2:10][O:11][C:12]3[CH:20]=[CH:19][C:18]4[NH:17][C:16]5[CH:21]([CH2:24][C:25]([O:27]CC)=[O:26])[CH2:22][CH2:23][C:15]=5[C:14]=4[CH:13]=3)=[CH:8][C:7]=2[C:32]([F:35])([F:34])[F:33])[CH2:5][CH2:4][CH2:3][CH2:2]1.CO.O[Li].O.Cl>O.O1CCCC1>[CH:1]1([C:6]2[CH:31]=[CH:30][C:9]([CH2:10][O:11][C:12]3[CH:20]=[CH:19][C:18]4[NH:17][C:16]5[CH:21]([CH2:24][C:25]([OH:27])=[O:26])[CH2:22][CH2:23][C:15]=5[C:14]=4[CH:13]=3)=[CH:8][C:7]=2[C:32]([F:35])([F:33])[F:34])[CH2:5][CH2:4][CH2:3][CH2:2]1 |f:2.3|. Procedure: To a solution of ethyl 2-(7-(4-cyclopentyl-3-(trifluoromethyl)benzyloxy)-1,2,3,4-tetrahydrocyclopenta[b]indol-3-yl)acetate (38.7 mg, 0.080 mmol) in a mixed solvent of methanol (1.5 mL), tetrahydrofuran (0.5 mL), and water (0.5 mL) was added LiOH hydrate (11.7 mg, 0.279 mmol). The mixture was stirred at room temperature overnight before the mixture was acidified to pH 4 with 1 N aqueous HCl solution and extracted with ethyl acetate. The organic layer was dried over anhydrous sodium sulfate, conce... The reactants are NC1CCCC1, O=C(O)c1cccc(-c2nc(N3CCOCC3)nc3c2CCN3c2ccncc2)c1. Product: O=C(NC1CCCC1)c1cccc(-c2nc(N3CCOCC3)nc3c2CCN3c2ccncc2)c1. RXN SMILES: [CH:31]1([NH2:36])[CH2:32][CH2:33][CH2:34][CH2:35]1.[O:1]1[CH2:2][CH2:3][N:4]([c:7]2[n:8][c:9](-[c:22]3[cH:23][c:24]([C:25](=[O:26])[OH:27])[cH:28][cH:29][cH:30]3)[c:10]3[c:11]([n:12]2)[N:13]([c:16]2[cH:17][cH:18][n:19][cH:20][cH:21]2)[CH2:14][CH2:15]3)[CH2:5][CH2:6]1>>[O:1]1[CH2:2][CH2:3][N:4]([c:7]2[n:8][c:9](-[c:22]3[cH:23][c:24]([C:25](=[O:27])[NH:36][CH:31]4[CH2:32][CH2:33][CH2:34][CH2:35]4)[cH:28][cH:29][cH:30]3)[c:10]3[c:11]([n:12]2)[N:13]([c:16]2[cH:17][cH:18][n:19][cH:20][cH:21]2)[CH2:14][CH2:15]3)[CH2:5][CH2:6]1. The reactants are O=C([O-])O, CCCC[N+](CCCC)(CCCC)CCCC, CC(=O)O, ClC(Cl)Cl, ClCCl, O=C(Cc1cnccn1)c1ccc(F)cc1F, CI, [Na+], [Na+], [OH-], O, O=S(=O)([O-])O. Yields the product CC(C(=O)c1ccc(F)cc1F)c1cnccn1. RXN SMILES: [C:22](=[O:23])([OH:24])[O-:25].[CH2:33]([N+:34]([CH2:35][CH2:36][CH2:37][CH3:38])([CH2:39][CH2:40][CH2:41][CH3:42])[CH2:43][CH2:44][CH2:45][CH3:46])[CH2:47][CH2:48][CH3:49].[CH3:57][C:58](=[O:59])[OH:60].[CH:50]([Cl:51])([Cl:52])[Cl:53].[Cl:54][CH2:55][Cl:56].[F:3][c:4]1[c:5]([C:11]([CH2:12][c:13]2[n:14][cH:15][cH:16][n:17][cH:18]2)=[O:19])[cH:6][cH:7][c:8]([F:10])[cH:9]1.[I:20][CH3:21].[Na+:26].[Na+:2].[OH-:1].[OH2:27].[S:28]([O-:29])([OH:30])(=[O:31])=[O:32]>>[F:3][c:4]1[c:5]([C:11]([CH:12]([c:13]2[n:14][cH:15][cH:16][n:17][cH:18]2)[CH3:22])=[O:19])[cH:6][cH:7][c:8]([F:10])[cH:9]1. Starting materials: 80, [OH-].[Na+] (sodium hydroxide), C1(=CC=CC=C1)O (phenol), ClC=1N=NC(=CC1)N1CCN(CC1)C1=CC(=CC=C1)C (3-chloro-6-[4-(3-methylphenyl)-1-piperazinyl]pyridazine). Run in C(CCC)O (1-butanol). The product is C(CCC)OC=1N=NC(=CC1)N1CCN(CC1)C1=CC(=CC=C1)C (3-butoxy-6-[4(3-methylphenyl)-1-piperazinyl]pyridazine). The yield is 64.0%. RXN SMILES: [OH-].[Na+].[C:3]1([OH:9])C=C[CH:6]=[CH:5][CH:4]=1.Cl[C:11]1[N:12]=[N:13][C:14]([N:17]2[CH2:22][CH2:21][N:20]([C:23]3[CH:28]=[CH:27][CH:26]=[C:25]([CH3:29])[CH:24]=3)[CH2:19][CH2:18]2)=[CH:15][CH:16]=1>C(O)CCC>[CH2:3]([O:9][C:11]1[N:12]=[N:13][C:14]([N:17]2[CH2:22][CH2:21][N:20]([C:23]3[CH:28]=[CH:27][CH:26]=[C:25]([CH3:29])[CH:24]=3)[CH2:19][CH2:18]2)=[CH:15][CH:16]=1)[CH2:4][CH2:5][CH3:6] |f:0.1|. Reported procedure: To a stirred mixture of 80 parts of 1-butanol, 0.4 parts of sodium hydroxide and 0.94 parts of phenol were added 2.2 parts of 3-chloro-6-[4-(3-methylphenyl)-1-piperazinyl]pyridazine at 60° C. The whole was stirred and refluxed over weekend. The reaction mixture was evaporated. The residue was crystallized from 2,2'-oxybispropane. The product was filtered off and dried, yielding 2 parts (64%) of 3-butoxy-6-[4(3-methylphenyl)-1-piperazinyl]pyridazine; mp. 105.2° C. (compound 257). The reactants are Compound 14, ClC1=NC(=C(C(=C1F)CO)F)F (2-chloro-4-hydroxymethyl-3,5,6-trifluoropyridine), ClC(=C[C@H]1C([C@H]1C(=O)Cl)(C)C)C(F)(F)F (cis-3-(2-chloro-3,3,3-trifluoropropenyl)-2,2-dimethylcyclopropanecarbonyl chloride). The product is ClC(=C[C@H]1C([C@H]1C(=O)OCC1=C(C(=NC(=C1F)F)Cl)F)(C)C)C(F)(F)F ((2-chloro-3,5,6-trifluoropyridin-4-yl)methyl cis-3-(2-chloro-3,3,3-trifluoropropenyl)-2,2-dimethylcyclopropanecarboxylate). Yield: 41.5%. As a reaction SMILES: [Cl:1][C:2]1[C:7]([F:8])=[C:6]([CH2:9][OH:10])[C:5]([F:11])=[C:4]([F:12])[N:3]=1.[Cl:13][C:14]([C:24]([F:27])([F:26])[F:25])=[CH:15][C@@H:16]1[C@H:18]([C:19](Cl)=[O:20])[C:17]1([CH3:23])[CH3:22]>>[Cl:13][C:14]([C:24]([F:25])([F:26])[F:27])=[CH:15][C@@H:16]1[C@H:18]([C:19]([O:10][CH2:9][C:6]2[C:5]([F:11])=[C:4]([F:12])[N:3]=[C:2]([Cl:1])[C:7]=2[F:8])=[O:20])[C:17]1([CH3:23])[CH3:22]. Procedure details: By the method of Example 2, 0.4 g (0.002 mole) of 2-chloro-4-hydroxymethyl-3,5,6-trifluoropyridine (from Example 7) was reacted with 0.54 g (0.002 mole) of cis-3-(2-chloro-3,3,3-trifluoropropenyl)-2,2-dimethylcyclopropanecarbonyl chloride to produce 0.35 g of (2-chloro-3,5,6-trifluoropyridin-4-yl)methyl cis-3-(2-chloro-3,3,3-trifluoropropenyl)-2,2-dimethylcyclopropanecarboxylate as a light yellow oil, Compound 14 in the Tables below. The reactants are C(C1=CC=CC=C1)OC(=O)N1CCC(CC1)C1=C(C=CC=C1)S(=O)C (1-benzyloxycarbonyl-4-(2-methylsulfinylphenyl)piperidine). Solvent: FC(C(=O)O)(F)F (trifluoroacetic acid). The product is CS(=O)C1=C(C=CC=C1)C1CCNCC1 (4-(2-Methylsulfinylphenyl)piperidine). The yield is 83.9%. Reaction SMILES: C(OC([N:11]1[CH2:16][CH2:15][CH:14]([C:17]2[CH:22]=[CH:21][CH:20]=[CH:19][C:18]=2[S:23]([CH3:25])=[O:24])[CH2:13][CH2:12]1)=O)C1C=CC=CC=1>FC(F)(F)C(O)=O>[CH3:25][S:23]([C:18]1[CH:19]=[CH:20][CH:21]=[CH:22][C:17]=1[CH:14]1[CH2:15][CH2:16][NH:11][CH2:12][CH2:13]1)=[O:24]. Procedure details: A solution of 1-benzyloxycarbonyl-4-(2-methylsulfinylphenyl)piperidine (1.66 g) in 8 mL of trifluoroacetic acid was heated to reflux for 45 minutes. At the end of this period, the reaction mixture was evaporated and the residue was treated with toluene. Upon evaporating the solvent, the residue was treated with an additional portion of toluene and the process was repeated. The final residue was dried under reduced pressure and purified by chromatography; elution with dichloromethane:methanol:tri...